From a dataset of the Open Reaction Database (ORD), a public repository of structured organic reaction records. describe an organic reaction: reactants, conditions, products, and yield Starting materials: O=C(OOC(=O)c1ccccc1)c1ccccc1, ClC(Cl)(Cl)Cl, COC(=O)c1cc(F)cc2nc(-c3ccc(C)cc3)oc12, O=C1CCC(=O)N1Br. The product is COC(=O)c1cc(F)cc2nc(-c3ccc(CBr)cc3)oc12. RXN SMILES: [C:30]([O:31][O:32][C:33](=[O:34])[c:35]1[cH:36][cH:37][cH:38][cH:39][cH:40]1)(=[O:41])[c:42]1[cH:43][cH:44][cH:45][cH:46][cH:47]1.[Cl:48][C:49]([Cl:50])([Cl:51])[Cl:52].[F:1][c:2]1[cH:3][c:4]([C:18](=[O:19])[O:20][CH3:21])[c:5]2[c:6]([n:7][c:8](-[c:10]3[cH:11][cH:12][c:13]([CH3:16])[cH:14][cH:15]3)[o:9]2)[cH:17]1.[O:22]=[C:23]1[N:24]([Br:29])[C:25](=[O:26])[CH2:27][CH2:28]1>>[F:1][c:2]1[cH:3][c:4]([C:18](=[O:19])[O:20][CH3:21])[c:5]2[c:6]([n:7][c:8](-[c:10]3[cH:11][cH:12][c:13]([CH2:16][Br:29])[cH:14][cH:15]3)[o:9]2)[cH:17]1.